Dataset: the Open Reaction Database (ORD), a public repository of structured organic reaction records. Task: describe an organic reaction: reactants, conditions, products, and yield Starting materials: C(C)(=O)OCC (Ethyl acetate), ClC1=NC(=CC=2N1C=CN2)C2=C(C=C(C=C2)Cl)Cl (5-chloro-7-(2,4-dichlorophenyl)imidazo[1,2-c]pyrimidine), C(=O)(OC(C)(C)C)NCCN (N-Boc-ethylenediamine), C(C)(C)N(CC)C(C)C (diisopropylethylamine). The solvent is O (water), CS(=O)C (DMSO). Reaction conditions: temperature 120 celsius. Yields the product ClC1=C(C=CC(=C1)Cl)C1=CC=2N(C(=N1)NCCNC(OC(C)(C)C)=O)C=CN2 (tert-Butyl (2-{[7-(2,4-dichlorophenyl)imidazo[1,2-c]pyrimidin-5-yl]amino}ethyl)carbamate). Reaction SMILES: Cl[C:2]1[N:7]2[CH:8]=[CH:9][N:10]=[C:6]2[CH:5]=[C:4]([C:11]2[CH:16]=[CH:15][C:14]([Cl:17])=[CH:13][C:12]=2[Cl:18])[N:3]=1.[C:19]([NH:26][CH2:27][CH2:28][NH2:29])([O:21][C:22]([CH3:25])([CH3:24])[CH3:23])=[O:20].C(N(C(C)C)CC)(C)C.C(OCC)(=O)C>CS(C)=O.O>[Cl:18][C:12]1[CH:13]=[C:14]([Cl:17])[CH:15]=[CH:16][C:11]=1[C:4]1[N:3]=[C:2]([NH:29][CH2:28][CH2:27][NH:26][C:19](=[O:20])[O:21][C:22]([CH3:24])([CH3:23])[CH3:25])[N:7]2[CH:8]=[CH:9][N:10]=[C:6]2[CH:5]=1. Reported procedure: 3.0 g (10.05 mmol) of 5-chloro-7-(2,4-dichlorophenyl)imidazo[1,2-c]pyrimidine, 2.41 g (15.07 mmol) of N-Boc-ethylenediamine and 3.89 g (30.15 mmol) of diisopropylethylamine are dissolved in 50 ml of DMSO and heated at 120° C. for 16 h. Ethyl acetate and water are added, and the removed organic phase is washed twice more with water. The organic phase is dried with magnesium sulphate. Removal of the solvent results in 4.49 g (99% of theory) of product. Starting materials: BrC=1C=C2C(=CC(OC2=CC1OC)(C)C)OS(=O)(=O)C(F)(F)F (trifluoro-methanesulfonic acid 6-bromo-7-methoxy-2,2-dimethyl-2H-chromen-4-yl ester), [OH-].[Na+] (NaOH), ClC=1C(=C(C=C2C(=CC(OC12)(C)C)C(C)C)OC(\C=C(\C=C\C(=C/C)\F)/C)=O)OCC ((8-chloro-4-isopropyl-7-ethoxy-2,2-dimethyl-2H-chromen-6-yl)-6-fluoro-3-methyl-octa-2E,4E,6E-trienoate), ClC=1C(=C(C=C2C(=CC(OC12)(C)C)C(C)C)/C(=C(\C=C\C(=C\C(=O)OCC)\C)/F)/C)OCC (Ethyl 7-(8-chloro-4-isopropyl-7-ethoxy-2,2-dimethyl-2H-chromen-6-Yl)-6-fluoro-3-methyl-octa-2E,4E,6E-trienoate). Run in C(C)O (ethanol), C1CCOC1 (THF). The product is ClC=1C(=C(C=C2C(=CC(OC12)(C)C)C(C)C)/C(=C(\C=C\C(=C\C(=O)O)\C)/F)/C)OCC (7-(8-Chloro-4-isopropyl-7-ethoxy-2,2-dimethyl-2H-chromen-6-yl)-6-fluoro-3-methyl-octa-2E,4E,6E-trienoic acid). RXN SMILES: BrC1C=C2C(=CC=1OC)OC(C)(C)C=C2OS(C(F)(F)F)(=O)=O.ClC1C(OCC)=C(OC(=O)/C=C(\C)/C=C/C(/F)=C\C)C=C2C=1OC(C)(C)C=C2C(C)C.[Cl:55][C:56]1[C:57]([O:85][CH2:86][CH3:87])=[C:58](/[C:71](/[CH3:84])=[C:72](/[F:83])\[CH:73]=[CH:74]\[C:75](\[CH3:82])=[CH:76]\[C:77]([O:79]CC)=[O:78])[CH:59]=[C:60]2[C:65]=1[O:64][C:63]([CH3:67])([CH3:66])[CH:62]=[C:61]2[CH:68]([CH3:70])[CH3:69].[OH-].[Na+]>C(O)C.C1COCC1>[Cl:55][C:56]1[C:57]([O:85][CH2:86][CH3:87])=[C:58](/[C:71](/[CH3:84])=[C:72](/[F:83])\[CH:73]=[CH:74]\[C:75](\[CH3:82])=[CH:76]\[C:77]([OH:79])=[O:78])[CH:59]=[C:60]2[C:65]=1[O:64][C:63]([CH3:66])([CH3:67])[CH:62]=[C:61]2[CH:68]([CH3:69])[CH3:70] |f:3.4|. Reported procedure: Following General Procedure G, a solution of ethyl 7L(8-chloro-4-isopropyl-7-ethoxy-2,2-dimethyl-2H-chromen-6-yl)-6-fluoro-3-methyl-octa-2E,4E,6E-trienoate (Compound 166, 874 mg, 1.95 mmol) in ethanol and THF was hydrolyzed with 1M NaOH to give rise to the title compound as a light yellow solid. Starting materials: BrCCCCOC1=CC=C(/C=C/C2=NC=3N(C(N(C(C3N2C)=O)CC)=O)CC)C=C1 ((E)-8- [4-(4 -Bromobutoxy)styryl ]-1,3-diethyl-7-methylxanthine), [N-]=[N+]=[N-].[Na+] (sodium azide), O (Water). The solvent is CN(C=O)C (dimethylformamide). Conditions: temperature 80 celsius, time 3 hour. The product is N(=[N+]=[N-])CCCCOC1=CC=C(/C=C/C2=NC=3N(C(N(C(C3N2C)=O)CC)=O)CC)C=C1 ((E)-8-[4-(4-Azidobutoxy)styryl] -1,3-diethyl-7-methylxanthine). Reaction SMILES: Br[CH2:2][CH2:3][CH2:4][CH2:5][O:6][C:7]1[CH:30]=[CH:29][C:10](/[CH:11]=[CH:12]/[C:13]2[N:21]([CH3:22])[C:20]3[C:19](=[O:23])[N:18]([CH2:24][CH3:25])[C:17](=[O:26])[N:16]([CH2:27][CH3:28])[C:15]=3[N:14]=2)=[CH:9][CH:8]=1.[N-:31]=[N+:32]=[N-:33].[Na+].O>CN(C)C=O>[N:31]([CH2:2][CH2:3][CH2:4][CH2:5][O:6][C:7]1[CH:30]=[CH:29][C:10](/[CH:11]=[CH:12]/[C:13]2[N:21]([CH3:22])[C:20]3[C:19](=[O:23])[N:18]([CH2:24][CH3:25])[C:17](=[O:26])[N:16]([CH2:27][CH3:28])[C:15]=3[N:14]=2)=[CH:9][CH:8]=1)=[N+:32]=[N-:33] |f:1.2|. Procedure details: Compound 177 (235 mg, 0.49 mmol) obtained in Reference Example 116 was dissolved in 10 ml of dimethylformamide. To the solution was added 161 mg (2.48 mmol) of sodium azide, and the mixture was stirred at 80° C. for 3 hours. Water was added thereto under ice cooling and the deposited crystals were collected by filtration. The collected crude crystals were dissolved in chloroform, washed with a saturated aqueous solution of sodium chloride and dried over anhydrous sodium sulfate, followed by evap... Starting materials: [Ca+2], N#CC1CCCN1C(=O)CCl, CN(C)C=O, [OH-], [OH-], NCCc1c[nH]c(-c2ccccc2)n1. Yields the product N#CC1CCCN1C(=O)CNCCc1c[nH]c(-c2ccccc2)n1. As a reaction SMILES: [Ca+2:27].[Cl:15][CH2:16][C:17](=[O:18])[N:19]1[CH:20]([C:24]#[N:25])[CH2:21][CH2:22][CH2:23]1.[O:29]=[CH:30][N:31]([CH3:32])[CH3:33].[OH-:26].[OH-:28].[c:1]1(-[c:7]2[nH:8][cH:9][c:10]([CH2:12][CH2:13][NH2:14])[n:11]2)[cH:2][cH:3][cH:4][cH:5][cH:6]1>>[c:1]1(-[c:7]2[nH:8][cH:9][c:10]([CH2:12][CH2:13][NH:14][CH2:16][C:17](=[O:18])[N:19]3[CH:20]([C:24]#[N:25])[CH2:21][CH2:22][CH2:23]3)[n:11]2)[cH:2][cH:3][cH:4][cH:5][cH:6]1. Run in C(C)O (ethanol). The product is BrC=1C=CC=2N3C4=C(C=C(C=C4C2C1)OC)C(C(=C3)C(=O)O)=O (10-bromo-5-carboxy-2-methoxy-4H-pyrido[3,2,1-jk]carbazole-4-one). Reaction conditions: time 12 hour. Isolated yield 83.3%. Procedure: 10-bromo-5-ethoxycarbonyl-2-methoxy-4H-pyrido[3,2,1-jk]carbazole-4-one (400 mg) obtained in Example 98 was suspended in ethanol (10 ml), and 1N sodium hydroxide (3 ml) was added. The mixture was stirred at room temperature for 12 hours, and the solvent was evaporated under reduced pressure. To the residue was added 1N hydrochloric acid to pH 1, and the crystals precipitated were recovered by filtration, and washed with ethanol and ether to obtain the title compound (310 mg, 83%). Reactants: BrC=1C=CC=2N3C4=C(C=C(C=C4C2C1)OC)C(C(=C3)C(=O)OCC)=O (10-bromo-5-ethoxycarbonyl-2-methoxy-4H-pyrido[3,2,1-jk]carbazole-4-one), [OH-].[Na+] (sodium hydroxide). Reaction SMILES: [Br:1][C:2]1[CH:3]=[CH:4][C:5]2[N:6]3[CH:19]=[C:18]([C:20]([O:22]CC)=[O:21])[C:17](=[O:25])[C:8]4[CH:9]=[C:10]([O:15][CH3:16])[CH:11]=[C:12]([C:13]=2[CH:14]=1)[C:7]3=4.[OH-].[Na+]>C(O)C>[Br:1][C:2]1[CH:3]=[CH:4][C:5]2[N:6]3[CH:19]=[C:18]([C:20]([OH:22])=[O:21])[C:17](=[O:25])[C:8]4[CH:9]=[C:10]([O:15][CH3:16])[CH:11]=[C:12]([C:13]=2[CH:14]=1)[C:7]3=4 |f:1.2|.